Dataset: the Open Reaction Database (ORD), a public repository of structured organic reaction records. Task: describe an organic reaction: reactants, conditions, products, and yield The reactants are C1(=CCCC1)C=CC(CC(=O)OC)=O (methyl 5-(cyclopenten-1-yl)-3-oxo-4-pentenoate), N,N-dimethylformamidodimethylacetal, C(C)OCC (diethyl ether), OC1=CC(=C(N)C=C1)C (4-hydroxy-2-methylaniline). Solvent: C1=CC=CC=C1 (benzene). The product is C1(=CCCC1)C=CC(C(C(=O)OC)=CNC1=C(C=C(C=C1)O)C)=O (methyl 5-(cyclopenten-1-yl)-2-(4-hydroxy-2-methylphenylaminomethylene)-3-oxo-4-pentenoate). As a reaction SMILES: [C:1]1([CH:6]=[CH:7][C:8](=[O:14])[CH2:9][C:10]([O:12][CH3:13])=[O:11])[CH2:5][CH2:4][CH2:3][CH:2]=1.[OH:15][C:16]1[CH:22]=[CH:21][C:19]([NH2:20])=[C:18]([CH3:23])[CH:17]=1.[CH2:24](OCC)C>C1C=CC=CC=1>[C:1]1([CH:6]=[CH:7][C:8](=[O:14])[C:9](=[CH:24][NH:20][C:19]2[CH:21]=[CH:22][C:16]([OH:15])=[CH:17][C:18]=2[CH3:23])[C:10]([O:12][CH3:13])=[O:11])[CH2:5][CH2:4][CH2:3][CH:2]=1. Procedure: In 5 ml of benzene was dissolved 0.7 g of methyl 5-(cyclopenten-1-yl)-3-oxo-4-pentenoate, and 0.6 g of N,N-dimethylformamidodimethylacetal was added thereto. They were reacted at 70° C. for 1.5 hours. The reaction mixture was cooled to room temperature, and 0.44 g of 4-hydroxy-2-methylaniline was added thereto. The resulting mixture was subjected to reaction for addtional 1.5 hours. After completion of the reaction, 5 ml of diethyl ether was added, and the precipitated crystals were collected by...